From a dataset of the Open Reaction Database (ORD), a public repository of structured organic reaction records. describe an organic reaction: reactants, conditions, products, and yield The reactants are ClC1=C(C(=CC(=C1)Cl)Cl)[N+](=O)[O-] (2,4,6-trichloronitrobenzene), CN (methylamine), ClC1=CC(=C(C(=C1)NC)[N+](=O)[O-])NC (4-chloro-2-methylamino-6-methylaminonitrobenzene). The solvent is C(C)O (ethanol). Run at time 23 hour. The product is ClC1=C(C(=CC(=C1)Cl)NC)[N+](=O)[O-] (2,4-dichloro-6-methylaminonitrobenzene). Reaction SMILES: [Cl:1][C:2]1[CH:7]=[C:6]([Cl:8])[CH:5]=[C:4](Cl)[C:3]=1[N+:10]([O-:12])=[O:11].CN.ClC1C=[C:20]([NH:22]C)C([N+]([O-])=O)=C(NC)C=1>C(O)C>[Cl:1][C:2]1[CH:7]=[C:6]([Cl:8])[CH:5]=[C:4]([NH:22][CH3:20])[C:3]=1[N+:10]([O-:12])=[O:11]. Procedure details: 0.150 mole (34 g) of 2,4,6-trichloronitrobenzene is added portionwise, at ambient temperature, to 300 ml of a 30% strength solution of methylamine in absolute ethanol. After stirring for 23 hours at ambient temperature, a precipitate, consisting essentially of 4-chloro-2-methylamino-6-methylaminonitrobenzene, is removed by filtration. The filtrate is evaported to dryness under reduced pressure. 800 ml of concentrated hydrochloric acid are added to the dry extract obtained in this manner. The ins... Starting materials: IC1=CC=C(C=C1)C(C)(C)C (1-iodo-4-tert-butylbenzene), BrC1=CC=2NC3=CC(=CC=C3C2C=C1)Br (2,7-dibromocarbazole), N1=CC=CC2=CC=C3C=CC=NC3=C12 (1,10-phenanthroline), N#N (N2). The reagents and catalysts are [Cu]Cl (copper(I) chloride). Solvent: O (water), C1(=CC=CC=C1)C (toluene). Conditions: temperature 130 celsius. The product is C(C)(C)(C)C1=CC=C(C=C1)N1C2=CC(=CC=C2C=2C=CC(=CC12)Br)Br (N-(4-tert-Butylphenyl)-2,7-dibromocarbazole). As a reaction SMILES: N1C2C(=CC=C3C=2N=CC=C3)C=CC=1.N#N.[Br:17][C:18]1[CH:30]=[CH:29][C:28]2[C:27]3[C:22](=[CH:23][C:24]([Br:31])=[CH:25][CH:26]=3)[NH:21][C:20]=2[CH:19]=1.I[C:33]1[CH:38]=[CH:37][C:36]([C:39]([CH3:42])([CH3:41])[CH3:40])=[CH:35][CH:34]=1>C1(C)C=CC=CC=1.[Cu]Cl.O>[C:39]([C:36]1[CH:37]=[CH:38][C:33]([N:21]2[C:22]3[CH:23]=[C:24]([Br:31])[CH:25]=[CH:26][C:27]=3[C:28]3[C:20]2=[CH:19][C:18]([Br:17])=[CH:30][CH:29]=3)=[CH:34][CH:35]=1)([CH3:42])([CH3:41])[CH3:40]. Procedure details: A degassed solution of 489.5 mg (0.156%) of copper(I) chloride and 906 mg (1%) mmol) of 1,10-phenanthroline in 100 ml of toluene were saturated with N2 for 1 hour and heated to 130° C. The solution was subsequently admixed with 16.2 g (50 mmol) of 2,7-dibromocarbazole and 13.2 g (50 mmol) of 1-iodo-4-tert-butylbenzene and heated at 180° C. for 2 hours. After cooling, the mixture was admixed with 180 ml of water, the organic phase was separated off and the solvent was removed under reduced pressu... The product is CN(C(=O)Cc1ccc(Cl)c(Cl)c1)C1CCC(=O)CC1N1CCCC1. The reactants are CC(C)=O, CN(C(=O)Cc1ccc(Cl)c(Cl)c1)C1CCC2(CC1N1CCCC1)OCCO2. RXN SMILES: [CH3:29][C:30](=[O:31])[CH3:32].[Cl:1][c:2]1[cH:3][c:4]([CH2:9][C:10](=[O:11])[N:12]([CH:13]2[CH:14]([N:23]3[CH2:24][CH2:25][CH2:26][CH2:27]3)[CH2:15][C:16]3([O:17][CH2:20][CH2:19][O:18]3)[CH2:21][CH2:22]2)[CH3:28])[cH:5][cH:6][c:7]1[Cl:8]>>[Cl:1][c:2]1[cH:3][c:4]([CH2:9][C:10](=[O:11])[N:12]([CH:13]2[CH:14]([N:23]3[CH2:24][CH2:25][CH2:26][CH2:27]3)[CH2:15][C:16](=[O:17])[CH2:21][CH2:22]2)[CH3:28])[cH:5][cH:6][c:7]1[Cl:8]. Starting materials: O=C(O)c1cn(C2CC2)c2c(Cl)c(F)c(F)cc2c1=O, OCCN1CCCNCC1, c1ccncc1. Product: O=C(O)c1cn(C2CC2)c2c(Cl)c(N3CCCN(CCO)CC3)c(F)cc2c1=O. As a reaction SMILES: [Cl:1][c:2]1[c:3]([F:20])[c:4]([F:19])[cH:5][c:6]2[c:7](=[O:18])[c:8]([C:15](=[O:16])[OH:17])[cH:9][n:10]([CH:12]3[CH2:13][CH2:14]3)[c:11]12.[N:21]1([CH2:28][CH2:29][OH:30])[CH2:22][CH2:23][NH:24][CH2:25][CH2:26][CH2:27]1.[cH:31]1[cH:32][cH:33][n:34][cH:35][cH:36]1>>[Cl:1][c:2]1[c:3]([N:24]2[CH2:23][CH2:22][N:21]([CH2:28][CH2:29][OH:30])[CH2:27][CH2:26][CH2:25]2)[c:4]([F:19])[cH:5][c:6]2[c:7](=[O:18])[c:8]([C:15](=[O:16])[OH:17])[cH:9][n:10]([CH:12]3[CH2:13][CH2:14]3)[c:11]12. Starting materials: CCOC(=O)c1cn(CC)c2cc(F)c(F)c(C)c2c1=O, CC(=O)O, Cl. Product: CCn1cc(C(=O)O)c(=O)c2c(C)c(F)c(F)cc21. Reaction SMILES: [CH2:1]([CH3:2])[n:3]1[cH:4][c:5]([C:17](=[O:18])[O:19][CH2:20][CH3:21])[c:6](=[O:16])[c:7]2[c:8]([CH3:15])[c:9]([F:14])[c:10]([F:13])[cH:11][c:12]12.[CH3:23][C:24](=[O:25])[OH:26].[ClH:22]>>[CH2:1]([CH3:2])[n:3]1[cH:4][c:5]([C:17](=[O:18])[OH:19])[c:6](=[O:16])[c:7]2[c:8]([CH3:15])[c:9]([F:14])[c:10]([F:13])[cH:11][c:12]12.